This data is from the Open Reaction Database (ORD), a public repository of structured organic reaction records. The task is: describe an organic reaction: reactants, conditions, products, and yield The reactants are O=C(Cl)Cl, ClCCl, CC(C)(O)CNc1ncc(I)cc1F, c1ccncc1. The product is CC1(C)CN(c2ncc(I)cc2F)C(=O)O1. RXN SMILES: [Cl:21][C:22]([Cl:23])=[O:24].[Cl:25][CH2:26][Cl:27].[F:1][c:2]1[c:3]([NH:9][CH2:10][C:11]([CH3:12])([OH:13])[CH3:14])[n:4][cH:5][c:6]([I:8])[cH:7]1.[cH:15]1[cH:16][cH:17][n:18][cH:19][cH:20]1>>[F:1][c:2]1[c:3]([N:9]2[CH2:10][C:11]([CH3:12])([CH3:14])[O:13][C:22]2=[O:24])[n:4][cH:5][c:6]([I:8])[cH:7]1.